Dataset: the Open Reaction Database (ORD), a public repository of structured organic reaction records. Task: describe an organic reaction: reactants, conditions, products, and yield Reactants: COC1=C(C=CC=C1C=C)C (2-methoxy-1-methyl-3-vinylbenzene), [OH-].[Na+] (sodium hydroxide), C(Cl)(Cl)Cl (chloroform), O (water). The reagents and catalysts are [Cl-].C(C1=CC=CC=C1)[N+](CC)(CC)CC (benzyl-(triethyl)ammonium chloride). Reaction conditions: time 8 hour. Product: ClC1(C(C1)C1=C(C(=CC=C1)C)OC)Cl (1-(2,2-dichlorocyclopropyl)-2-methoxy-3-methylbenzene). The yield is 82.4%. RXN SMILES: [CH3:1][O:2][C:3]1[C:8]([CH:9]=[CH2:10])=[CH:7][CH:6]=[CH:5][C:4]=1[CH3:11].[OH-].[Na+].O.[CH:15]([Cl:18])(Cl)[Cl:16]>[Cl-].C([N+](CC)(CC)CC)C1C=CC=CC=1>[Cl:16][C:15]1([Cl:18])[CH2:10][CH:9]1[C:8]1[CH:7]=[CH:6][CH:5]=[C:4]([CH3:11])[C:3]=1[O:2][CH3:1] |f:1.2,5.6|. Procedure details: In chloroform (12 mL) was dissolved 304 mg (2.05 mmol) of 2-methoxy-1-methyl-3-vinylbenzene, 5 mL (63 mmol) of 50% aqueous sodium hydroxide solution was added dropwise to the solution, then, 59.9 mg (0.263 mmol) of benzyl-(triethyl)ammonium chloride was added to the mixture, and the resulting mixture was stirred at room temperature overnight. The reaction mixture was poured into water, and extracted with chloroform. The organic layer was successively washed with water and brine, and dried over a... Reactants: ClC1=C(C=C(C=C1)N=C=S)N=C=S (4-chloro-1,3-diisothiocyanatobenzene), C(C)(C)NC(C)C (diisopropylamine). Run in C(C)#N (acetonitrile). Yields the product ClC1=C(C=C(C=C1)NC(=S)N(C(C)C)C(C)C)NC(=S)N(C(C)C)C(C)C (N,N"-[4-Chloro-1,3-phenylene]bis[N',N'-bis-(1-methylethyl)thiourea]). As a reaction SMILES: [Cl:1][C:2]1[CH:7]=[CH:6][C:5]([N:8]=[C:9]=[S:10])=[CH:4][C:3]=1[N:11]=[C:12]=[S:13].[CH:14]([NH:17][CH:18]([CH3:20])[CH3:19])([CH3:16])[CH3:15]>C(#N)C>[Cl:1][C:2]1[CH:7]=[CH:6][C:5]([NH:8][C:9]([N:17]([CH:18]([CH3:20])[CH3:19])[CH:14]([CH3:16])[CH3:15])=[S:10])=[CH:4][C:3]=1[NH:11][C:12]([N:17]([CH:18]([CH3:20])[CH3:19])[CH:14]([CH3:16])[CH3:15])=[S:13]. Reported procedure: A mixture of 11.1 g. of 4-chloro-1,3-diisothiocyanatobenzene and 10.2 g. of diisopropylamine is refluxed in 250 ml. of acetonitrile for 4 hours. The reaction mixture is cooled and the acetonitrile is removed in vacuo. The residue is crystallized twice from ether to yield 5.0 g. of the title compound, melting point 122°-123° C. Starting materials: CCOC(=O)C1CCC(C(=O)O)N1, O=C(Cl)OCc1ccccc1, [Na+], [Na+], O=C([O-])[O-], O. Yields the product CCOC(=O)C1CCC(C(=O)O)N1C(=O)OCc1ccccc1. As a reaction SMILES: [CH2:1]([CH3:2])[O:3][C:4](=[O:5])[CH:6]1[NH:7][CH:8]([C:11](=[O:12])[OH:13])[CH2:9][CH2:10]1.[Cl:14][C:15](=[O:16])[O:17][CH2:18][c:19]1[cH:20][cH:21][cH:22][cH:23][cH:24]1.[Na+:25].[Na+:26].[O-:27][C:28](=[O:29])[O-:30].[OH2:31]>>[CH2:1]([CH3:2])[O:3][C:4](=[O:5])[CH:6]1[N:7]([C:15](=[O:16])[O:17][CH2:18][c:19]2[cH:20][cH:21][cH:22][cH:23][cH:24]2)[CH:8]([C:11](=[O:12])[OH:13])[CH2:9][CH2:10]1. The reactants are BrC1=CN=C2C(=CC=NC2=C1)Cl (7-bromo-4-chloro-1,5-naphthyridine), N (ammonia), O (water). The solvent is O1CCOCC1 (dioxane). Conditions: temperature 160 celsius, time 24 hour. Product: BrC1=CN=C2C(=CC=NC2=C1)N (7-Bromo-[1,5]naphthyridin-4-ylamine). Isolated yield 76.6%. As a reaction SMILES: [Br:1][C:2]1[CH:11]=[C:10]2[C:5]([C:6](Cl)=[CH:7][CH:8]=[N:9]2)=[N:4][CH:3]=1.[NH3:13].O>O1CCOCC1>[Br:1][C:2]1[CH:11]=[C:10]2[C:5]([C:6]([NH2:13])=[CH:7][CH:8]=[N:9]2)=[N:4][CH:3]=1. Procedure details: In a sealed reactor, 500 mg (2.04 mmol, 1 eq) of 7-bromo-4-chloro-1,5-naphthyridine (G. B. Barlin et al. Aust. J. Chem. 1985, 38, 459-465) and 12 mL (71.3 mmol, 35 eq) of 20% aqueous ammonia solution were introduced in 12 mL of dioxane. The mixture was stirred at 160° C. for 24 h. The mixture was allowed to reach rt and water was added. Aqueous layer was extracted with ethyl acetate. Organic layers were dried over Na2SO4, filtered and evaporated to dryness. The residue was purified by column chr... Reactants: O1CCCC1 (tetrahydrofuran), FC=1C(=CC(=NC1)C(=O)N)C(F)(F)F (5-fluoro-4-trifluoromethylpyridine-2-carboxamide), oxime, C(=O)(N1C=NC=C1)N1C=NC=C1 (1,1′-carbonyldiimidazole), N12CCCCCC2=NCCC1 (1,8-diazabicyclo[5,4,0]undec-7-ene), O (water). Run at time 2 hour. Product: FC=1C(=CC(=NC1)C=1NOC(N1)=O)C(F)(F)F (3-(5-fluoro-4-trifluoromethylpyridin-2-yl)-1,2,4-oxadiazol-5-one). As a reaction SMILES: [O:1]1[CH2:5]CCC1.[F:6][C:7]1[C:8]([C:16]([F:19])([F:18])[F:17])=[CH:9][C:10]([C:13]([NH2:15])=O)=[N:11][CH:12]=1.C(N1C=CN=C1)([N:22]1C=CN=C1)=O.N12CCCN=C1CCCCC2.[OH2:43]>>[F:6][C:7]1[C:8]([C:16]([F:19])([F:18])[F:17])=[CH:9][C:10]([C:13]2[NH:22][O:43][C:5](=[O:1])[N:15]=2)=[N:11][CH:12]=1. Reported procedure: To 4 ml of tetrahydrofuran were added 0.4 g of 5-fluoro-4-trifluoromethylpyridine-2-carboxamide=oxime and 0.41 g of 1,1′-carbonyldiimidazole, and the mixture was stirred at room temperature for 2 hours. Thereafter, 0.38 g of 1,8-diazabicyclo[5,4,0]undec-7-ene was added, and the mixture was stirred for 9 hours. To the reaction solution were added water and a 10% aqueous HCl solution, the resultant solution was extracted with ethyl acetate three times, and the organic layers were combined, dried w... The reactants are C(C)OC(C(CC=C)CC=C)=O (2-allylpent-4-enoic acid ethyl ester), [OH-].[Na+] (sodium hydroxide). Solvent: CO (methanol), O (water). Run at time 15 hour. The product is C(C=C)C(C(=O)O)CC=C (2-allylpent-4-enoic acid). The yield is 54.2%. RXN SMILES: C([O:3][C:4](=[O:12])[CH:5]([CH2:9][CH:10]=[CH2:11])[CH2:6][CH:7]=[CH2:8])C.[OH-].[Na+]>CO.O>[CH2:6]([CH:5]([CH2:9][CH:10]=[CH2:11])[C:4]([OH:12])=[O:3])[CH:7]=[CH2:8] |f:1.2|. Procedure: To a stirred solution of 2-allylpent-4-enoic acid ethyl ester (prepared above, 9.0 g, 54 mmol) in 50 mL of methanol and 2 mL of water was added sodium hydroxide (2.5 g, 63 mmol, available from EMD). The solution was stirred for 15 hours, then heated at reflux temperature for 2 hours. After cooling the reaction mixture to room temperature, solvent was removed at reduced pressure. To the residue were added 75 mL of diethyl ether and 10 mL of concentrated hydrochloric acid. The mixture was stirred ... Procedure details: 0.224 g (1 millimol) of palladium acetate, 12.65 g (50 millimols) of naphthalene-2,6-dicarboxylic acid dichloride, 13.04 g (125 millimols) of styrene and 18.53 g (100 millimols) of tri-n-butylamine in 50 ml of p-xylene are stirred for 2 hours at 120° C. The crude product is extracted in a Soxhlet and recrystallised from tetrahydrofuran. 6.1 g (37% of theory) of 2,6-distyrylnaphthalene are obtained as pale yellow crystals of melting point 294.7° C. Starting materials: C1=C(C=CC2=CC(=CC=C12)C(=O)Cl)C(=O)Cl (naphthalene-2,6-dicarboxylic acid dichloride), C=CC1=CC=CC=C1 (styrene), C(CCC)N(CCCC)CCCC (tri-n-butylamine), CC=1C=CC(=CC1)C (p-xylene). Reagents/catalysts: C(C)(=O)[O-].[Pd+2].C(C)(=O)[O-] (palladium acetate). Yields the product C(=CC1=CC=CC=C1)C1=CC2=CC=C(C=C2C=C1)C=CC1=CC=CC=C1 (2,6-distyrylnaphthalene). RXN SMILES: [CH:1]1[C:10]2[C:5](=[CH:6][C:7]([C:11](Cl)=O)=[CH:8][CH:9]=2)[CH:4]=[CH:3][C:2]=1[C:14](Cl)=O.C=[CH:18][C:19]1[CH:24]=[CH:23][CH:22]=[CH:21][CH:20]=1.C(N(CCCC)CCCC)CCC.[CH3:38][C:39]1[CH:40]=[CH:41][C:42](C)=[CH:43][CH:44]=1>C([O-])(=O)C.[Pd+2].C([O-])(=O)C>[CH:14]([C:2]1[CH:3]=[CH:4][C:5]2[C:10](=[CH:9][CH:8]=[C:7]([CH:11]=[CH:18][C:19]3[CH:20]=[CH:21][CH:22]=[CH:23][CH:24]=3)[CH:6]=2)[CH:1]=1)=[CH:38][C:39]1[CH:40]=[CH:41][CH:42]=[CH:43][CH:44]=1 |f:4.5.6|. Isolated yield 37.0%.